From a dataset of the Open Reaction Database (ORD), a public repository of structured organic reaction records. describe an organic reaction: reactants, conditions, products, and yield Reactants: C(C)(=O)[O-].[K+] (potassium acetate), C(C)(=O)OC(C)=O (acetic anhydride), O=C1[C@H](CCCC=CC=CO)[C@H]([C@@H](C1)O)CCCC(CCCC)O (9-oxo-11α,16-dihydroxy prostadien-1-ol), C=CCCCCC[C@H]1CCC[C@@H]1CCCCCCCC (prostene). The solvent is CO (methanol), N1=CC=CC=C1 (pyridine). Yields the product 9-oxo-16-hydroxy-Δ10 prostadien-1-ol, C(=CC=CC=CC[C@H]1CCC[C@@H]1CCCCCCCC)O (prostatrien-1-ol). Reaction SMILES: O=[C:2]1[CH2:14][C@@H:13](O)[C@H:12]([CH2:16][CH2:17][CH2:18][CH:19](O)[CH2:20][CH2:21][CH2:22][CH3:23])[C@H:3]1[CH2:4][CH2:5][CH2:6][CH:7]=[CH:8][CH:9]=[CH:10][OH:11].C=CCCCCC[C@@H]1[C@@H](CCCCCCCC)CCC1.C(OC(=O)C)(=O)C.C([O-])(=O)C.[K+]>N1C=CC=CC=1.CO>[CH:10]([OH:11])=[CH:9][CH:8]=[CH:7][CH:6]=[CH:5][CH2:4][C@@H:3]1[C@@H:12]([CH2:16][CH2:17][CH2:18][CH2:19][CH2:20][CH2:21][CH2:22][CH3:23])[CH2:13][CH2:14][CH2:2]1 |f:3.4|. Procedure details: Treatment of the 9-oxo-11α,16-dihydroxy prostadien-1-ol or prostene of Table 8 below with acetic anhydride in pyridine followed by potassium acetate in methanol according to Example 83 furnishes the product 9-oxo-16-hydroxy-Δ10 prostadien-1-ol or prostatrien-1-ol of the table. Starting materials: CC(CC#N)CC\C=C(\CCC=C(C)C)/C ((E)-3,7,11-trimethyl-6,10-dodecadienonitrile), [OH-].[K+] (potassium hydroxide), C(C(C)O)O (propylene glycol). The solvent is O (water). Conditions: temperature 130 celsius, time 7 hour. Product: CC(CC(=O)O)CC\C=C(\CCC=C(C)C)/C ((E)-3,7,11-trimethyl-6,10-dodecadienoic acid). Reaction SMILES: [CH3:1][CH:2]([CH2:6][CH2:7]/[CH:8]=[C:9](\[CH3:16])/[CH2:10][CH2:11][CH:12]=[C:13]([CH3:15])[CH3:14])[CH2:3][C:4]#N.[OH-:17].[K+].C(O)C([OH:22])C>O>[CH3:1][CH:2]([CH2:6][CH2:7]/[CH:8]=[C:9](\[CH3:16])/[CH2:10][CH2:11][CH:12]=[C:13]([CH3:15])[CH3:14])[CH2:3][C:4]([OH:22])=[O:17] |f:1.2|. Procedure details: To 40 g of the compound obtained in step (b) above were added 35 g of potassium hydroxide, 15 ml of water and 80 ml of propylene glycol, and the mixture was stirred at 130° C. for 7 hours. The extract was washed with water and dried, then the solvent was removed by distillation and then the residue was purified by column chromatography using silica gel to obtain 36 g of the intended compound in the form of an oil.